Dataset: the Open Reaction Database (ORD), a public repository of structured organic reaction records. Task: describe an organic reaction: reactants, conditions, products, and yield Reactants: Cl.NC1CN(CC1C)C1=C(C=C2C(C(=CN(C2=N1)C1CC1)C(=O)O)=O)F (7-(3-Amino-4-methyl-1-pyrrolidinyl)-1-cyclopropyl-6-fluoro-1,4-dihydro-4-oxo-1,8-naphthyridine-3-carboxylic acid hydrochloride), S(O)(O)(=O)=O (Sulfuric acid), C(C)O (ethanol). Product: NC1CN(CC1C)C1=C(C=C2C(C(=CN(C2=N1)C1CC1)C(=O)OCC)=O)F (ethyl 7-(3-amino-4-methyl-1-pyrrolidinyl)-1-cyclopropyl-6-fluoro-1,4-dihydro-4-oxo-1,8naphthyridine-3-carboxylate). As a reaction SMILES: Cl.[NH2:2][CH:3]1[CH:7]([CH3:8])[CH2:6][N:5]([C:9]2[N:18]=[C:17]3[C:12]([C:13](=[O:25])[C:14]([C:22]([OH:24])=[O:23])=[CH:15][N:16]3[CH:19]3[CH2:21][CH2:20]3)=[CH:11][C:10]=2[F:26])[CH2:4]1.S(=O)(=O)(O)O.[CH2:32](O)[CH3:33]>>[NH2:2][CH:3]1[CH:7]([CH3:8])[CH2:6][N:5]([C:9]2[N:18]=[C:17]3[C:12]([C:13](=[O:25])[C:14]([C:22]([O:24][CH2:32][CH3:33])=[O:23])=[CH:15][N:16]3[CH:19]3[CH2:21][CH2:20]3)=[CH:11][C:10]=2[F:26])[CH2:4]1 |f:0.1|. Reported procedure: 7-(3-Amino-4-methyl-1-pyrrolidinyl)-1-cyclopropyl-6-fluoro-1,4-dihydro-4-oxo-1,8-naphthyridine-3-carboxylic acid hydrochloride (6.6 g) was suspended in absolute ethanol. Sulfuric acid (7 g) was added to the suspension and the mixture was refluxed for 1 hour with stirring. After evaporation of ethanol (ca. 20 ml), absolute ethanol (20 ml) was added and the mixture was again refluxed. This operation was repeated three times and then the mixture was refluxed for 15 hours with stirring. After evapor...